Dataset: the Open Reaction Database (ORD), a public repository of structured organic reaction records. Task: describe an organic reaction: reactants, conditions, products, and yield The reactants are N1=CC=C(C2=CC=CC=C12)[C@H](C)N ((S)-1-(quinolin-4-yl)ethanamine), C(C)(C)(C)OC(=O)C1=C(C=CC=C1)C1=CC=C(C=C1)CN1C(=C(C2=CC(=CC=C12)C(=O)O)C)C (1-((2′-(tert-butoxycarbonyl)-[1,1′-biphenyl]-4-yl)methyl)-2,3-dimethyl-1H-indole-5-carboxylic acid). Yields the product CC=1N(C2=CC=C(C=C2C1C)C(N[C@@H](C)C1=CC=NC2=CC=CC=C12)=O)CC1=CC=C(C=C1)C=1C(=CC=CC1)C(=O)O ((S)-4′-((2,3-dimethyl-5-((1-(quinolin-4-yl)ethyl)carbamoyl)-1H-indol-1-yl)methyl)-[1,1′-biphenyl]-2-carboxylic acid). As a reaction SMILES: [N:1]1[C:10]2[C:5](=[CH:6][CH:7]=[CH:8][CH:9]=2)[C:4]([C@@H:11]([NH2:13])[CH3:12])=[CH:3][CH:2]=1.C([O:18][C:19]([C:21]1[CH:26]=[CH:25][CH:24]=[CH:23][C:22]=1[C:27]1[CH:32]=[CH:31][C:30]([CH2:33][N:34]2[C:42]3[C:37](=[CH:38][C:39]([C:43](O)=[O:44])=[CH:40][CH:41]=3)[C:36]([CH3:46])=[C:35]2[CH3:47])=[CH:29][CH:28]=1)=[O:20])(C)(C)C>>[CH3:47][C:35]1[N:34]([CH2:33][C:30]2[CH:31]=[CH:32][C:27]([C:22]3[C:21]([C:19]([OH:20])=[O:18])=[CH:26][CH:25]=[CH:24][CH:23]=3)=[CH:28][CH:29]=2)[C:42]2[C:37]([C:36]=1[CH3:46])=[CH:38][C:39]([C:43](=[O:44])[NH:13][C@H:11]([C:4]1[C:5]3[C:10](=[CH:9][CH:8]=[CH:7][CH:6]=3)[N:1]=[CH:2][CH:3]=1)[CH3:12])=[CH:40][CH:41]=2. Procedure: The title compound was prepared following the same general protocol as described in Step 8-9, Example 1, using the (S)-1-(quinolin-4-yl)ethanamine and the 1-((2′-(tert-butoxycarbonyl)-[1,1′-biphenyl]-4-yl)methyl)-2,3-dimethyl-1H-indole-5-carboxylic acid. ESI-MS (m/z): 554 [M+H]+. The reactants are [Br-], CCCC[N+](CCCC)(CCCC)CCCC, CC#N, O=C(NCC1CCCCC1)c1c(Cl)ccc2nc(Cl)ccc12, Cl, Cl, NC1CCCNC1. Yields the product NC1CCCN(c2ccc3c(C(=O)NCC4CCCCC4)c(Cl)ccc3n2)C1. Reaction SMILES: [Br-:32].[CH3:33][CH2:34][CH2:35][CH2:36][N+:37]([CH2:38][CH2:39][CH2:40][CH3:41])([CH2:42][CH2:43][CH2:44][CH3:45])[CH2:46][CH2:47][CH2:48][CH3:49].[CH3:50][C:51]#[N:52].[Cl:1][c:2]1[n:3][c:4]2[cH:5][cH:6][c:7]([Cl:22])[c:8]([C:12](=[O:13])[NH:14][CH2:15][CH:16]3[CH2:17][CH2:18][CH2:19][CH2:20][CH2:21]3)[c:9]2[cH:10][cH:11]1.[ClH:23].[ClH:24].[NH:25]1[CH2:26][CH:27]([NH2:31])[CH2:28][CH2:29][CH2:30]1>>[c:2]1([N:25]2[CH2:26][CH:27]([NH2:31])[CH2:28][CH2:29][CH2:30]2)[n:3][c:4]2[cH:5][cH:6][c:7]([Cl:22])[c:8]([C:12](=[O:13])[NH:14][CH2:15][CH:16]3[CH2:17][CH2:18][CH2:19][CH2:20][CH2:21]3)[c:9]2[cH:10][cH:11]1. The reactants are FC1=C(OC2=C3C(=NC=C2)C=C(S3)C3=CC=C(CN2CCN(CC2)C(=O)OC(C)(C)C)C=C3)C=CC(=C1)[N+](=O)[O-] (tert-Butyl 4-(4-(7-(2-fluoro-4-nitrophenoxy)thieno[3,2-b]pyridin-2-yl)benzyl)piperazine-1-carboxylate), [NH4+].[Cl-] (NH4Cl). Reagents/catalysts: [Fe] (iron). Solvent: CO (MeOH), O (H2O), CCO (EtOH). The product is NC1=CC(=C(OC2=C3C(=NC=C2)C=C(S3)C3=CC=C(CN2CCN(CC2)C(=O)OC(C)(C)C)C=C3)C=C1)F (tert-Butyl 4-(4-(7-(4-amino-2-fluorophenoxy)thieno[3,2-b]pyridin-2-yl)benzyl)piperazine-1-carboxylate). The yield is 82.2%. As a reaction SMILES: [F:1][C:2]1[CH:37]=[C:36]([N+:38]([O-])=O)[CH:35]=[CH:34][C:3]=1[O:4][C:5]1[CH:10]=[CH:9][N:8]=[C:7]2[CH:11]=[C:12]([C:14]3[CH:33]=[CH:32][C:17]([CH2:18][N:19]4[CH2:24][CH2:23][N:22]([C:25]([O:27][C:28]([CH3:31])([CH3:30])[CH3:29])=[O:26])[CH2:21][CH2:20]4)=[CH:16][CH:15]=3)[S:13][C:6]=12.[NH4+].[Cl-]>O.CCO.CO.[Fe]>[NH2:38][C:36]1[CH:35]=[CH:34][C:3]([O:4][C:5]2[CH:10]=[CH:9][N:8]=[C:7]3[CH:11]=[C:12]([C:14]4[CH:33]=[CH:32][C:17]([CH2:18][N:19]5[CH2:20][CH2:21][N:22]([C:25]([O:27][C:28]([CH3:31])([CH3:30])[CH3:29])=[O:26])[CH2:23][CH2:24]5)=[CH:16][CH:15]=4)[S:13][C:6]=23)=[C:2]([F:1])[CH:37]=1 |f:1.2|. Procedure details: Compound 453 (5.4 g, 9.56 mmol), iron powder (1.602 g, 28.69 mmol) and NH4Cl (0.78 g, 14.34 mmol) were placed in a mixture of H2O (24mL) and EtOH (48 mL). The reaction mixture was heated to reflux for 5 h. It was then cooled to RT, diluted with MeOH and filtered through a pad of celite. The filtrate was concentrated to dryness and the residue was dissolved in dichloromethane, washed with aqueous NaHCO3 and brine, dried over Na2SO4, and filtered. The filtrate was concentrated to dryness to give c... Starting materials: CC1NC(CC(C1)C1=NC=C2C(N1)=C(C=N2)C2=CC=CC=C2)C2=CC=CC=C2 (2-methyl-6,7-diphenyl-4-piperidylpyrrolo[3,2-d]pyrimidine), CCOC(=O)C (EtOAc), Cl (HCl). Run in CO (MeOH). The product is O.Cl.CC1NC(CC(C1)C1=NC=C2C(N1)=C(C=N2)C2=CC=CC=C2)C2=CC=CC=C2 (2-Methyl-6,7-diphenyl-4-piperidylpyrrolo[3,2-d]pyrimidine Hydrochloride Hydrate). Isolated yield 51.0%. As a reaction SMILES: [CH3:1][CH:2]1[CH2:7][CH:6]([C:8]2[NH:13][C:12]3=[C:14]([C:17]4[CH:22]=[CH:21][CH:20]=[CH:19][CH:18]=4)[CH:15]=[N:16][C:11]3=[CH:10][N:9]=2)[CH2:5][CH:4]([C:23]2[CH:28]=[CH:27][CH:26]=[CH:25][CH:24]=2)[NH:3]1.CC[O:31]C(C)=O.[ClH:35]>CO>[OH2:31].[ClH:35].[CH3:1][CH:2]1[CH2:7][CH:6]([C:8]2[NH:13][C:12]3=[C:14]([C:17]4[CH:18]=[CH:19][CH:20]=[CH:21][CH:22]=4)[CH:15]=[N:16][C:11]3=[CH:10][N:9]=2)[CH2:5][CH:4]([C:23]2[CH:28]=[CH:27][CH:26]=[CH:25][CH:24]=2)[NH:3]1 |f:4.5.6|. Reported procedure: Using the method described in Example 30 by employing (1,2-diphenylvinyl)pyrrolidine (freshly prepared before use) (1.83 g, 7.35 mmol), 2-methyl-4,6-dichloro-5-nitropyrimidine (Example 76(b)) (1.50 g, 7.35 mmol), N,N-diisopropylethyl amine (Aldrich Chemical Company) (1.3 mL, 7.35 mmol), piperidine (1.2 mL, 11.8 mmol), NEt3 (Aldrich Chemical Company) (2.0 mL) and SnCl2 (Aldrich Chemical Company) (22 mL of a 2M solution in DMF). The residue was purified by flash chromatography on silica gel with 9... The reactants are C12(CC3CC(CC(C1)C3)C2)C=2C=C(C=CC2OCCCCCCCC)C#CC2(COC(OC2)(C)C)NC(OC(C)(C)C)=O (tert-Butyl 5-((3-(1-admantyl)-4-(octyloxy)phenyl)ethynyl)-2,2-dimethyl-1,3-dioxan-5-ylcarbamate). Reagents/catalysts: [Pd] (Pd/C), C(F)(F)(F)C(=O)O (CF3CO2H). Solvent: CCO (EtOH). Reaction conditions: time 1 hour. Product: NC(CO)(CO)CCC1=CC(=C(C=C1)OCCCCCCCC)C12CC3CC(CC(C1)C3)C2 (2-Amino-2-(3-(1-admantyl)-4-(octyloxy)phenethyl)propane-1,3-diol). The yield is 80.3%. As a reaction SMILES: [C:1]12([C:11]3[CH:12]=[C:13]([C:26]#[C:27][C:28]4([NH:36]C(=O)OC(C)(C)C)[CH2:33][O:32]C(C)(C)[O:30][CH2:29]4)[CH:14]=[CH:15][C:16]=3[O:17][CH2:18][CH2:19][CH2:20][CH2:21][CH2:22][CH2:23][CH2:24][CH3:25])[CH2:10][CH:5]3[CH2:6][CH:7]([CH2:9][CH:3]([CH2:4]3)[CH2:2]1)[CH2:8]2>CCO.C(C(O)=O)(F)(F)F.[Pd]>[NH2:36][C:28]([CH2:27][CH2:26][C:13]1[CH:14]=[CH:15][C:16]([O:17][CH2:18][CH2:19][CH2:20][CH2:21][CH2:22][CH2:23][CH2:24][CH3:25])=[C:11]([C:1]23[CH2:2][CH:3]4[CH2:9][CH:7]([CH2:6][CH:5]([CH2:4]4)[CH2:10]2)[CH2:8]3)[CH:12]=1)([CH2:33][OH:32])[CH2:29][OH:30]. Procedure details: A slurry of the product of Step B (0.04 g, 0.068 mmol) and 10% Pd/C (0.04 g) in a mixture of EtOH: CF3CO2H (10 ml: 2 drops) was stirred for 36 h under H2. The mixture was filtered through Celite bead and washed with EtOH (10 ml). The filtrates were evaporated to dryness and the residue was dissolved in MeOH:CH2Cl2 1:1 (5 ml) and 5 drops of concentrated HCl was added. The mixture was stirred for 1 h and solvents were evaporated to dryness. The residue was crystallized from CH3CN to give the title... Reactants: C1(OCCO1)=O (Ethylene carbonate), C1(=CC=CC=C1)O (phenol). Reagents/catalysts: [F-].[K+] (potassium fluoride). Product: O(C1=CC=CC=C1)CCO (2-phenoxyethanol). The yield is 99.2%. As a reaction SMILES: [C:1]1(=O)[O:5][CH2:4][CH2:3][O:2]1.[C:7]1(O)[CH:12]=[CH:11]C=[CH:9][CH:8]=1>[F-].[K+]>[O:2]([CH2:3][CH2:4][OH:5])[C:1]1[CH:11]=[CH:12][CH:7]=[CH:8][CH:9]=1 |f:2.3|. Reported procedure: Ethylene carbonate (89.9 g, 1.02 mole), phenol (94.1 g, 1.0 mole) and potassium fluoride (1 g, 0.5 percent of total reactant weight) were placed in a 500 ml round-bottomed flask equipped with a condenser and gas bubbler. A magnetic stirrer provided agitation. The mixture was heated to 160° C.±2° C. in an oil bath. After 2.5 hours the reaction vessel was removed from the oil bath, cooled and the contents removed. Purification of the product by distillation gave 137 g of 2-phenoxyethanol (99 perce...